This data is from the Open Reaction Database (ORD), a public repository of structured organic reaction records. The task is: describe an organic reaction: reactants, conditions, products, and yield The reactants are resultant mixture, C(C)S (Ethanethiol), [H-].[Na+] (sodium hydride), ClC1=CC=C(C=C1)[N+](=O)[O-] (1-chloro-4-nitrobenzene), O (water). Solvent: CN(C=O)C (dimethylformamide), CN(C=O)C (dimethylformamide). Reaction conditions: temperature 60 celsius, time 24 hour. The product is C(C)SC1=CC=C(C=C1)[N+](=O)[O-] (1-(ethylthio)-4-nitrobenzene). Reaction SMILES: [CH2:1]([SH:3])[CH3:2].[H-].[Na+].Cl[C:7]1[CH:12]=[CH:11][C:10]([N+:13]([O-:15])=[O:14])=[CH:9][CH:8]=1.O>CN(C)C=O>[CH2:1]([S:3][C:7]1[CH:12]=[CH:11][C:10]([N+:13]([O-:15])=[O:14])=[CH:9][CH:8]=1)[CH3:2] |f:1.2|. Procedure: Ethanethiol (6.11 ml, 0.082 mol) was added slowly to a suspension of sodium hydride (3.3 g, 60% dispersion) in dry dimethylformamide (225 ml) at room temperature under a nitrogen atmosphere. The reaction mixture was stirred for 15 min before the addition of 1-chloro-4-nitrobenzene (10 g, 0.063 mol) dissolved in dry dimethylformamide (25 ml). After addition, the resultant mixture was allowed to warm to 60° C. and was stirred for 24 hr. The mixture was then concentrated in vacuo to yield a yellow ... Starting materials: crude product, C(C=C)(=O)OCC (ethyl acrylate), N1(CCC(CC1)C1CCNCC1)C(=O)OC(C)(C)C (tert. butyl [4,4′]bipiperidinyl-1-carboxylate), C(C=C)(=O)OCC (ethyl acrylate). Solvent: CCO (EtOH). Conditions: time 8 hour. Yields the product N1(CCC(CC1)C1CCNCC1)CCC(=O)OCC (Ethyl 3-[4,4′]bipiperidinyl-1-yl-propionate). As a reaction SMILES: [C:1]([O:5][CH2:6][CH3:7])(=[O:4])[CH:2]=[CH2:3].[N:8]1(C(OC(C)(C)C)=O)[CH2:13][CH2:12][CH:11]([CH:14]2[CH2:19][CH2:18][NH:17][CH2:16][CH2:15]2)[CH2:10][CH2:9]1>CCO>[N:8]1([CH2:3][CH2:2][C:1]([O:5][CH2:6][CH3:7])=[O:4])[CH2:13][CH2:12][CH:11]([CH:14]2[CH2:19][CH2:18][NH:17][CH2:16][CH2:15]2)[CH2:10][CH2:9]1. Procedure: 4.4 mL (40.6 mmol) ethyl acrylate were added to a solution of 10.0 g (37.3 mmol) tert. butyl [4,4′]bipiperidinyl-1-carboxylate in 100 mL EtOH and the reaction mixture was refluxed for 2 h. To complete the reaction a further 1 mL (9.2 mmol) ethyl acrylate were added, the mixture was refluxed for 1 h and left overnight at RT. The solvent was eliminated i. vac. and the crude product was further reacted without any purification.